Dataset: the Open Reaction Database (ORD), a public repository of structured organic reaction records. Task: describe an organic reaction: reactants, conditions, products, and yield Starting materials: CC(C)NC(=O)c1ccc(C(=O)NN)s1, CC(C)O, CC(=O)c1nn(C)c(-c2ccc(C(F)(F)F)cc2)c1O, Cc1ccc(S(=O)(=O)O)cc1. Yields the product CC(=NNC(=O)c1ccc(C(=O)NC(C)C)s1)c1nn(C)c(-c2ccc(C(F)(F)F)cc2)c1O. As a reaction SMILES: [CH3:21][CH:22]([CH3:23])[NH:24][C:25](=[O:26])[c:27]1[s:28][c:29]([C:32](=[O:33])[NH:34][NH2:35])[cH:30][cH:31]1.[CH3:47][CH:48]([OH:49])[CH3:50].[OH:1][c:2]1[c:3]([C:18]([CH3:19])=[O:20])[n:4][n:5]([CH3:17])[c:6]1-[c:7]1[cH:8][cH:9][c:10]([C:13]([F:14])([F:15])[F:16])[cH:11][cH:12]1.[c:36]1([CH3:37])[cH:38][cH:39][c:40]([S:41]([OH:42])(=[O:43])=[O:44])[cH:45][cH:46]1>>[OH:1][c:2]1[c:3]([C:18]([CH3:19])=[N:35][NH:34][C:32]([c:29]2[s:28][c:27]([C:25]([NH:24][CH:22]([CH3:21])[CH3:23])=[O:26])[cH:31][cH:30]2)=[O:33])[n:4][n:5]([CH3:17])[c:6]1-[c:7]1[cH:8][cH:9][c:10]([C:13]([F:14])([F:15])[F:16])[cH:11][cH:12]1. Starting materials: [Al+3], COc1ccc2cc(S(C)(=O)=O)ccc2c1, [Cl-], [Cl-], [Cl-], ClCCCl, Cl, O=S(=O)(Cl)c1ccc(F)cc1. The product is COc1ccc2cc(S(C)(=O)=O)ccc2c1S(=O)(=O)c1ccc(F)cc1. As a reaction SMILES: [Al+3:2].[CH3:5][O:6][c:7]1[cH:8][c:9]2[cH:10][cH:11][c:12]([S:17](=[O:18])(=[O:19])[CH3:20])[cH:13][c:14]2[cH:15][cH:16]1.[Cl-:1].[Cl-:3].[Cl-:4].[Cl:33][CH2:34][CH2:35][Cl:36].[ClH:32].[F:21][c:22]1[cH:23][cH:24][c:25]([S:28](=[O:29])(=[O:30])[Cl:31])[cH:26][cH:27]1>>[CH3:5][O:6][c:7]1[c:8]([S:28]([c:25]2[cH:24][cH:23][c:22]([F:21])[cH:27][cH:26]2)(=[O:29])=[O:30])[c:9]2[cH:10][cH:11][c:12]([S:17](=[O:18])(=[O:19])[CH3:20])[cH:13][c:14]2[cH:15][cH:16]1. RXN SMILES: [CH3:1][O:2][C:3](=[O:29])/[CH:4]=[CH:5]/[C:6]1[CH:7]=[C:8]2[C:25](=[CH:26][CH:27]=1)[O:24][C:11]1([CH2:16][CH2:15][N:14](C(OC(C)(C)C)=O)[CH2:13][CH2:12]1)[CH2:10][C:9]2=[O:28].Br[CH2:31][CH2:32][C:33]1[CH:38]=[CH:37][CH:36]=[C:35]([O:39][CH3:40])[CH:34]=1>>[CH3:1][O:2][C:3](=[O:29])/[CH:4]=[CH:5]/[C:6]1[CH:7]=[C:8]2[C:25](=[CH:26][CH:27]=1)[O:24][C:11]1([CH2:12][CH2:13][N:14]([CH2:31][CH2:32][C:33]3[CH:38]=[CH:37][CH:36]=[C:35]([O:39][CH3:40])[CH:34]=3)[CH2:15][CH2:16]1)[CH2:10][C:9]2=[O:28]. Procedure: (E)-3-{4-Oxo-spiro[chromane-2,4′-piperidine]-6-yl}-acrylic acid methyl ester (169 mg, 0.500 mmol, Intermediate 1, hydrochloride salt) was alkylated using 1-(2-bromo-ethyl)-3-methoxy-benzene (0.16 ml, 1.5 mmol) as described in Example 56, Step A, giving (E)-3-{1′-[2-(3-methoxy-phenyl)-ethyl]-4-oxo-spiro[chromane-2,4′-piperidine]-6-yl}-acrylic acid methyl ester (181 mg) as a white solid. Isolated yield 83.1%. Reactants: COC(\C=C\C=1C=C2C(CC3(CCN(CC3)C(=O)OC(C)(C)C)OC2=CC1)=O)=O ((E)-3-{1′-tert-butoxycarbonyl-4-oxo-spiro[chromane-2,4′-piperidine]-6-yl}-acrylic acid methyl ester), COC(\C=C\C=1C=C2C(CC3(CCN(CC3)C(=O)OC(C)(C)C)OC2=CC1)=O)=O ((E)-3-{1′-tert-butoxycarbonyl-4-oxo-spiro[chromane-2,4′-piperidine]-6-yl}-acrylic acid methyl ester), BrCCC1=CC(=CC=C1)OC (1-(2-bromo-ethyl)-3-methoxy-benzene). Yields the product COC(\C=C\C=1C=C2C(CC3(CCN(CC3)CCC3=CC(=CC=C3)OC)OC2=CC1)=O)=O ((E)-3-{1′-[2-(3-methoxy-phenyl)-ethyl]-4-oxo-spiro[chromane-2,4′-piperidine]-6-yl}-acrylic acid methyl ester). Starting materials: C(C)(C)(C)OC(NCC1=CC(=NC=C1Br)N)=O ((2-amino-5-bromo-pyridin-4-ylmethyl)-carbamic acid tert-butyl ester), C(=O)(O)[O-].[Na+] (NaHCO3), ClCC=O (chloracetaldehyde). Product: C(C)(C)(C)OC(NCC1=CC=2N(C=C1Br)C=CN2)=O ((6-Bromo-imidazo[1,2-a]pyridin-7-ylmethyl)-carbamic acid tert-butyl ester). Isolated yield 78.8%. As a reaction SMILES: [C:1]([O:5][C:6](=[O:17])[NH:7][CH2:8][C:9]1[C:14]([Br:15])=[CH:13][N:12]=[C:11]([NH2:16])[CH:10]=1)([CH3:4])([CH3:3])[CH3:2].C([O-])(O)=O.[Na+].Cl[CH2:24][CH:25]=O>>[C:1]([O:5][C:6](=[O:17])[NH:7][CH2:8][C:9]1[C:14]([Br:15])=[CH:13][N:12]2[CH:24]=[CH:25][N:16]=[C:11]2[CH:10]=1)([CH3:4])([CH3:2])[CH3:3] |f:1.2|. Procedure: A mixture of (2-amino-5-bromo-pyridin-4-ylmethyl)-carbamic acid tert-butyl ester (1.0 g, 3.3 mmol), NaHCO3 (474 mg, 5.6 mmol) and chloracetaldehyde (2.2 mL, 15.0 mmol) was vigorously stirred and refluxed for 14 h. The reaction mixture was cooled to RT, concentrated under vacuum and the remaining residue was suspended in DCM and brine. The aqueous layer was separated and extracted with DCM (5×), and the combined organic fractions were dried over Na2SO4, filtered, and evaporated. The residue was p...